Dataset: the Open Reaction Database (ORD), a public repository of structured organic reaction records. Task: describe an organic reaction: reactants, conditions, products, and yield Reactants: C1(=CC=CC=C1)CN (phenylmethanamine), CC(=O)O (AcOH), C(C)(=O)O[BH-](OC(C)=O)OC(C)=O.[Na+] (sodium triacetoxyborohydride), Cl (HCl), O1CCOC12CCC(CC2)=O (1,4-dioxaspiro[4.5]decan-8-one). Solvent: [OH-].[Na+] (NaOH), C(Cl)Cl (DCM), ClCCCl (DCE). Run at time 16 hour. Yields the product C(C1=CC=CC=C1)NC1CCC(CC1)=O (4-(benzylamino)cyclohexanone). Isolated yield 69.9%. Reaction SMILES: O1[C:5]2([CH2:10][CH2:9][C:8](=[O:11])[CH2:7][CH2:6]2)OCC1.[C:12]1([CH2:18][NH2:19])[CH:17]=[CH:16][CH:15]=[CH:14][CH:13]=1.CC(O)=O.C(O[BH-](OC(=O)C)OC(=O)C)(=O)C.[Na+].Cl>ClCCCl.[OH-].[Na+].C(Cl)Cl>[CH2:18]([NH:19][CH:5]1[CH2:6][CH2:7][C:8](=[O:11])[CH2:9][CH2:10]1)[C:12]1[CH:17]=[CH:16][CH:15]=[CH:14][CH:13]=1 |f:3.4,7.8|. Reported procedure: To a suspension of 1,4-dioxaspiro[4.5]decan-8-one (10 g, 64.0 mmol) in DCE (200 mL) was added phenylmethanamine (7.34 mL, 67.2 mmol), AcOH (3.67 mL, 64.0 mmol) and sodium triacetoxyborohydride (19.00 g, 90 mmol). The reaction was stirred at RT for 16 hours and then the mixture was diluted with 1N NaOH (100 mL) and DCM (250 mL). The organic layer was collected, dried over sodium sulfate and concentrated under reduced pressure. The residue was suspended in acetone (66.7 mL) and treated with HCl (2... Starting materials: polymer, S(=O)([O-])S(=O)[O-].[Na+].[Na+] (sodium dithionite), II, N[C@@H](CCC(=O)O)C(=O)O (glutamic acid), OCCCN[C@@H](CCC(N)=O)C(=O)O (hydroxypropylglutamine). Solvent: C(=O)(O)[O-].[Na+] (NaHCO3). Product: NC1=CC=C(C[C@H](N)C(=O)O)C=C1 (p-aminophenylalanine). Reaction SMILES: S(S([O-])=O)([O-])=O.[Na+].[Na+].[NH2:9][C@H:10]([C:16]([OH:18])=[O:17])[CH2:11][CH2:12][C:13](O)=O.OCCC[NH:23][C@H:24]([C:30](O)=O)[CH2:25][CH2:26]C(=O)N>C([O-])(O)=O.[Na+]>[NH2:23][C:24]1[CH:25]=[CH:26][C:12]([CH2:11][C@@H:10]([C:16]([OH:18])=[O:17])[NH2:9])=[CH:13][CH:30]=1 |f:0.1.2,5.6|. Reported procedure: The polymer of either Examples I and II were reduced by treating a solution of 2 g of the polymer in 0.5 M NaHCO3 (50 ml) with 5% (w/v) sodium dithionite at 50° C for 1 hour. A copolypeptide, as in Example III, containing either glutamic acid or hydroxypropylglutamine and p-aminophenylalanine was obtained, following purification of the low molecular weight material by gel chromatography or dialysis. Reactants: COc1ccc(Cl)cc1C(=O)N=c1sc(C(C)(C)C)cn1CCC(C)C, COc1ccc(P2(=S)SP(=S)(c3ccc(OC)cc3)S2)cc1, Cc1ccccc1. Yields the product COc1ccc(Cl)cc1C(=S)N=c1sc(C(C)(C)C)cn1CCC(C)C. RXN SMILES: [C:1]([CH3:2])([CH3:3])([CH3:4])[c:5]1[cH:6][n:7]([CH2:22][CH2:23][CH:24]([CH3:25])[CH3:26])[c:8](=[N:10][C:11]([c:12]2[c:13]([O:19][CH3:20])[cH:14][cH:15][c:16]([Cl:18])[cH:17]2)=[O:21])[s:9]1.[CH3:27][O:28][c:29]1[cH:30][cH:31][c:32]([P:33]2(=[S:34])[S:35][P:37](=[S:38])([c:39]3[cH:40][cH:41][c:42]([O:43][CH3:44])[cH:45][cH:46]3)[S:36]2)[cH:47][cH:48]1.[CH3:49][c:50]1[cH:51][cH:52][cH:53][cH:54][cH:55]1>>[C:1]([CH3:2])([CH3:3])([CH3:4])[c:5]1[cH:6][n:7]([CH2:22][CH2:23][CH:24]([CH3:25])[CH3:26])[c:8](=[N:10][C:11]([c:12]2[c:13]([O:19][CH3:20])[cH:14][cH:15][c:16]([Cl:18])[cH:17]2)=[S:36])[s:9]1. The reactants are CS(=O)(=O)OCCN(CC#C)C(=O)OC(C)(C)C (2-(tert-butoxycarbonyl(prop-2-ynyl)amino)ethyl methanesulfonate), C(C)(C)N (isopropyl amine). Product: C(C)(C)NCCN(C(OC(C)(C)C)=O)CC#C (tert-butyl 2-(isopropylamino)ethyl(prop-2-ynyl)carbamate). Reaction SMILES: CS(O[CH2:6][CH2:7][N:8]([C:12]([O:14][C:15]([CH3:18])([CH3:17])[CH3:16])=[O:13])[CH2:9][C:10]#[CH:11])(=O)=O.[CH:19]([NH2:22])([CH3:21])[CH3:20]>>[CH:19]([NH:22][CH2:6][CH2:7][N:8]([CH2:9][C:10]#[CH:11])[C:12](=[O:13])[O:14][C:15]([CH3:18])([CH3:17])[CH3:16])([CH3:21])[CH3:20]. Procedure details: A solution of 900 mg of 10e in 15 ml of isopropyl amine was stirred for 3 days at RT. The reaction mixture was concentrated. The residue was treated with 10 ml of sat. NaHCO3 and extracted with ethyl acetate. After drying and concentration of the organic material 750 mg of essentially pure 10f was obtained as an oil.